This data is from the Open Reaction Database (ORD), a public repository of structured organic reaction records. The task is: describe an organic reaction: reactants, conditions, products, and yield The reactants are COc1ccc(C=CCCCCBr)cc1, O=C([O-])[O-], CN(C)C=O, COC(=O)CCc1ccccc1O, [Cs+], [Cs+]. The product is COC(=O)CCc1ccccc1OCCCCC=Cc1ccc(OC)cc1. Reaction SMILES: [Br:20][CH2:21][CH2:22][CH2:23][CH2:24][CH:25]=[CH:26][c:27]1[cH:28][cH:29][c:30]([O:33][CH3:34])[cH:31][cH:32]1.[C:1](=[O:2])([O-:3])[O-:4].[CH3:35][N:36]([CH3:37])[CH:38]=[O:39].[CH3:7][O:8][C:9]([CH2:10][CH2:11][c:12]1[c:13]([OH:18])[cH:14][cH:15][cH:16][cH:17]1)=[O:19].[Cs+:5].[Cs+:6]>>[CH3:7][O:8][C:9]([CH2:10][CH2:11][c:12]1[c:13]([O:18][CH2:21][CH2:22][CH2:23][CH2:24][CH:25]=[CH:26][c:27]2[cH:28][cH:29][c:30]([O:33][CH3:34])[cH:31][cH:32]2)[cH:14][cH:15][cH:16][cH:17]1)=[O:19]. Starting materials: CN1C2CN(CC2CC1CC1=CNC2=CC=C(C=C12)N1C=NN=C1)C(=O)OCC ((1RS,3RS,5RS)-2-methyl-3-[{5-(1,2,4-triazol-4-yl)-1H-indol-3-yl}methyl]-2,7-diazabicyclo[3.3.0]octane-7-carboxylic acid, ethyl ester), [OH-].[Na+] (NaOH). Solvent: Cl (hydrochloric acid). Yields the product CN1C2CNCC2CC1CC1=CNC2=CC=C(C=C12)N1C=NN=C1 ((1RS,3RS,5RS)-2-Methyl-3-[{5-(1,2,4-triazol-4-yl)-1H-indol-3-yl}methyl]-2,7-diazabicyclo[3.3.0]octane). The yield is 83.9%. As a reaction SMILES: [CH3:1][N:2]1[CH:9]([CH2:10][C:11]2[C:19]3[C:14](=[CH:15][CH:16]=[C:17]([N:20]4[CH:24]=[N:23][N:22]=[CH:21]4)[CH:18]=3)[NH:13][CH:12]=2)[CH2:8][CH:7]2[CH:3]1[CH2:4][N:5](C(OCC)=O)[CH2:6]2.[OH-].[Na+]>Cl>[CH3:1][N:2]1[CH:9]([CH2:10][C:11]2[C:19]3[C:14](=[CH:15][CH:16]=[C:17]([N:20]4[CH:24]=[N:23][N:22]=[CH:21]4)[CH:18]=3)[NH:13][CH:12]=2)[CH2:8][CH:7]2[CH:3]1[CH2:4][NH:5][CH2:6]2 |f:1.2|. Procedure details: A solution of (1RS,3RS,5RS)-2-methyl-3-[{5-(1,2,4-triazol-4-yl)-1H-indol-3-yl}methyl]-2,7-diazabicyclo[3.3.0]octane-7-carboxylic acid, ethyl ester (0.3452 g, 0.875 mmol) in concentrated hydrochloric acid (10 mL) was heated at reflux for 40 h, whilst stirring magnetically. After cooling, the reaction mixture was basified with 50% NaOH solution (8 mL) and extracted with CH2Cl2 (4×75 mL). The combined organic extracts were dried (Na2SO4) and evaporated in vacuo. The residue was purified by flash ch... Reactants: O=C([O-])[O-], CCCc1ccc2c(C(=O)OC)ccc(OC)c2n1, CO, [K+], [K+], O. Product: CCCc1ccc2c(C(=O)O)ccc(OC)c2n1. Reaction SMILES: [C:20](=[O:21])([O-:22])[O-:23].[CH3:1][O:2][c:3]1[cH:4][cH:5][c:6]([C:16](=[O:17])[O:18][CH3:19])[c:7]2[cH:8][cH:9][c:10]([CH2:13][CH2:14][CH3:15])[n:11][c:12]12.[CH3:26][OH:27].[K+:24].[K+:25].[OH2:28]>>[CH3:1][O:2][c:3]1[cH:4][cH:5][c:6]([C:16](=[O:17])[OH:18])[c:7]2[cH:8][cH:9][c:10]([CH2:13][CH2:14][CH3:15])[n:11][c:12]12. Starting materials: O=[N+]([O-])c1cccc(-c2ccc3c(Br)c[nH]c3c2)c1, CSc1nccc(Cl)n1, [H-], [Na+], CN(C)C=O, O. Yields the product CSc1nccc(-n2cc(Br)c3ccc(-c4cccc([N+](=O)[O-])c4)cc32)n1. As a reaction SMILES: [Br:3][c:4]1[cH:5][nH:6][c:7]2[cH:8][c:9](-[c:13]3[cH:14][c:15]([N+:19](=[O:20])[O-:21])[cH:16][cH:17][cH:18]3)[cH:10][cH:11][c:12]12.[Cl:22][c:23]1[n:24][c:25]([S:29][CH3:30])[n:26][cH:27][cH:28]1.[H-:1].[Na+:2].[O:32]=[CH:33][N:34]([CH3:35])[CH3:36].[OH2:31]>>[Br:3][c:4]1[cH:5][n:6](-[c:23]2[n:24][c:25]([S:29][CH3:30])[n:26][cH:27][cH:28]2)[c:7]2[cH:8][c:9](-[c:13]3[cH:14][c:15]([N+:19](=[O:20])[O-:21])[cH:16][cH:17][cH:18]3)[cH:10][cH:11][c:12]12. Reactants: [Na] (sodium), Cl.C1(=CC=CC=C1)CC(=N)N (phenylacetamidine hydrochloride), C1(=CC=CC=C1)CC(CC(=O)OCC)=O (ethyl 4-phenylacetoacetate). Run in C(C)O (ethanol). Conditions: time 5 day. Product: C1(=CC=CC=C1)CC1=NC(=CC(=N1)CC1=CC=CC=C1)O (2,4-di(phenylmethyl)-6-hydroxypyrimidine). The yield is 34.3%. RXN SMILES: [Na].Cl.[C:3]1([CH2:9][C:10]([NH2:12])=[NH:11])[CH:8]=[CH:7][CH:6]=[CH:5][CH:4]=1.[C:13]1([CH2:19][C:20](=O)[CH2:21][C:22](OCC)=[O:23])[CH:18]=[CH:17][CH:16]=[CH:15][CH:14]=1>C(O)C>[C:3]1([CH2:9][C:10]2[N:12]=[C:20]([CH2:19][C:13]3[CH:18]=[CH:17][CH:16]=[CH:15][CH:14]=3)[CH:21]=[C:22]([OH:23])[N:11]=2)[CH:8]=[CH:7][CH:6]=[CH:5][CH:4]=1 |f:1.2,^1:0|. Reported procedure: To a solution of sodium (1.84 g, 80 mmol) in ethanol (200 ml) was added phenylacetamidine hydrochloride (16.2 g, 95.0 mmol) and ethyl 4-phenylacetoacetate (15 g, 72.9 mmol). The mixture was heated under reflux with stirring for 5 days followed by cooling and evaporation in vacuo. Water (150 ml) was added to the residue causing a solid to precipitate which was filtered off and washed thoroughly with water and diethyl ether. Recrystallisation of the solid from a chloroform/hexane mixture afforded ... Reactants: C(C)(=O)OCCBr (2-acetyloxyethyl bromide), [I-].[Na+] (sodium iodide), FC1=C(C=O)C(=CC=C1F)O (2,3-difluoro-6-hydroxybenzaldehyde), C([O-])([O-])=O.[K+].[K+] (potassium carbonate). Yields the product C(C)(=O)OCCOC1=CC=C(C(=C1C=O)F)F (6-(2-acetyloxyethoxy)-2,3-difluorobenzaldehyde). Run at temperature 60 celsius, time 8 hour. RXN SMILES: [F:1][C:2]1[C:9]([F:10])=[CH:8][CH:7]=[C:6]([OH:11])[C:3]=1[CH:4]=[O:5].C(=O)([O-])[O-].[K+].[K+].[C:18]([O:21][CH2:22][CH2:23]Br)(=[O:20])[CH3:19].[I-].[Na+]>CN(C)C=O.O>[C:18]([O:21][CH2:22][CH2:23][O:11][C:6]1[C:3]([CH:4]=[O:5])=[C:2]([F:1])[C:9]([F:10])=[CH:8][CH:7]=1)(=[O:20])[CH3:19] |f:1.2.3,5.6|. Reported procedure: To a suspension of 2,3-difluoro-6-hydroxybenzaldehyde (2.64 g) and potassium carbonate (3.47 g) in N,N-dimethylformamide (33 mL) were added 2-acetyloxyethyl bromide (2.03 mL) and sodium iodide (0.5 g), and the mixture was stirred at 60° C. overnight. The reaction mixture was poured into water, and the resulting mixture was extracted with ethyl acetate. The extract was washed with water and brine, and dried over anhydrous magnesium sulfate. The solvent was removed under reduced pressure, and the ... Solvent: CN(C=O)C (N,N-dimethylformamide), O (water). Run in C(Cl)Cl (CH2Cl2). Reaction SMILES: [NH2:1][C:2]1[CH:7]=[CH:6][CH:5]=[CH:4][C:3]=1[CH2:8][C:9]([O:11]C)=O.[C:13]([O:17][C:18]([N:20]1[CH2:25][CH2:24][C:23](=O)[CH2:22][CH2:21]1)=[O:19])([CH3:16])([CH3:15])[CH3:14].C(O[BH-](OC(=O)C)OC(=O)C)(=O)C.[Na+].C(O)(=O)C>C(Cl)Cl>[C:13]([O:17][C:18]([N:20]1[CH2:25][CH2:24][CH:23]([N:1]2[C:2]3[C:3](=[CH:4][CH:5]=[CH:6][CH:7]=3)[CH2:8][C:9]2=[O:11])[CH2:22][CH2:21]1)=[O:19])([CH3:16])([CH3:14])[CH3:15] |f:2.3|. Conditions: time 30 minute. Isolated yield 130.2%. Procedure: Methyl 2-aminophenylacetate (3.0 g, 18.2 mmol) and 1-tert-butoxycarbonyl-4-piperidone (4.5 g, 22.6 mmol) were set stirring in 50 mL of CH2Cl2 under an atmosphere of nitrogen. Sodium triacetoxyborohydride (5.4 g, 25.5 mmol) was added followed by 1 mL of acetic acid. After 20 h at rt the mixture was quenched by the slow addition of saturated NaHCO3. After stirring for 30 min, the organics were separated, dried (MgSO4), and evaporated to afford 7.5 g of a purple oil. Purification by column chromato... Starting materials: C(C)(=O)O (acetic acid), NC1=C(C=CC=C1)CC(=O)OC (Methyl 2-aminophenylacetate), C(C)(C)(C)OC(=O)N1CCC(CC1)=O (1-tert-butoxycarbonyl-4-piperidone), C(C)(=O)O[BH-](OC(C)=O)OC(C)=O.[Na+] (Sodium triacetoxyborohydride). Product: C(C)(C)(C)OC(=O)N1CCC(CC1)N1C(CC2=CC=CC=C12)=O (4-(2-Oxo-2,3-dihydro-indol-1-yl)-piperidine-1-carboxylic acid tert-butyl ester).